From a dataset of the Open Reaction Database (ORD), a public repository of structured organic reaction records. describe an organic reaction: reactants, conditions, products, and yield Reactants: O=C([O-])[O-], C=CCc1c(Cl)nc(Cl)nc1Cl, CCO, [K+], [K+], Nc1ccc(Cl)cc1. The product is C=CCc1c(Cl)nc(Cl)nc1Nc1ccc(Cl)cc1. RXN SMILES: [C:21](=[O:22])([O-:23])[O-:24].[CH2:1]([CH:2]=[CH2:3])[c:4]1[c:5]([Cl:12])[n:6][c:7]([Cl:11])[n:8][c:9]1[Cl:10].[CH3:27][CH2:28][OH:29].[K+:25].[K+:26].[NH2:13][c:14]1[cH:15][cH:16][c:17]([Cl:18])[cH:19][cH:20]1>>[CH2:1]([CH:2]=[CH2:3])[c:4]1[c:5]([Cl:12])[n:6][c:7]([Cl:11])[n:8][c:9]1[NH:13][c:14]1[cH:15][cH:16][c:17]([Cl:18])[cH:19][cH:20]1. The reactants are O=Cc1ccc(Br)cc1Oc1cccnc1, CC(=O)O, NC1CC1, ClCCl. Yields the product Brc1ccc(CNC2CC2)c(Oc2cccnc2)c1. RXN SMILES: [Br:1][c:2]1[cH:3][c:4]([O:10][c:11]2[cH:12][n:13][cH:14][cH:15][cH:16]2)[c:5]([CH:6]=[O:7])[cH:8][cH:9]1.[CH3:21][C:22](=[O:23])[OH:24].[CH:17]1([NH2:20])[CH2:18][CH2:19]1.[Cl:25][CH2:26][Cl:27]>>[Br:1][c:2]1[cH:3][c:4]([O:10][c:11]2[cH:12][n:13][cH:14][cH:15][cH:16]2)[c:5]([CH2:6][NH:20][CH:17]2[CH2:18][CH2:19]2)[cH:8][cH:9]1. The reactants are S(=O)(=O)(OC)OC (dimethyl sulphate), C1(CC1)C1=NC(=CC(=N1)O)O (2-cyclopropyl-4,6-dihydroxy-pyrimidine). Solvent: [OH-].[Na+] (sodium hydroxide), [OH-].[Na+] (sodium hydroxide). Run at temperature 50 celsius, time 2 hour. Yields the product C1(CC1)C1=NC(=CC(=N1)O)OC (2-cyclopropyl-4-hydroxy-6-methoxy-pyrimidine). The yield is 39.7%. As a reaction SMILES: S([O:6][CH3:7])(OC)(=O)=O.[CH:8]1([C:11]2[N:16]=[C:15](O)[CH:14]=[C:13]([OH:18])[N:12]=2)[CH2:10][CH2:9]1>[OH-].[Na+]>[CH:8]1([C:11]2[N:12]=[C:13]([OH:18])[CH:14]=[C:15]([O:6][CH3:7])[N:16]=2)[CH2:10][CH2:9]1 |f:2.3|. Procedure details: 76 g (0.6 mol) of dimethyl sulphate were added dropwise to a solution of 76 g (0.5 mol) of 2-cyclopropyl-4,6-dihydroxy-pyrimidine in 250 ml of 2 N sodium hydroxide solution at 50° C. The pH value of the reaction solution was kept at 8 to 8.2 by simultaneously adding 2 N sodium hydroxide solution. The mixture was then stirred at 50° C. for a further 2 hours, control of the pH being continued. The mixture was then cooled to 0° C. and the product which had precipitated was filtered off. 33 g (40% o... Reactants: N1CCCCC1 (piperidine), BrCC=1C=CC(=C(C(=O)NC2=C(C(=O)OC(C)(C)C)C=CC(=C2)C2=CC=CC=C2)C1)OCOC (tert-butyl 2-(5-(bromomethyl)-2-(methoxymethoxy)benzamido)-4-phenylbenzoate). The solvent is CC(=O)C (acetone). Run at time 1 hour. The product is COCOC1=C(C(=O)NC2=C(C(=O)OC(C)(C)C)C=CC(=C2)C2=CC=CC=C2)C=C(C=C1)CN1CCCCC1 (tert-butyl 2-(2-(methoxymethoxy)-5-((piperidin-1-yl)methyl)benzamido)-4-phenylbenzoate). As a reaction SMILES: [NH:1]1[CH2:6][CH2:5][CH2:4][CH2:3][CH2:2]1.Br[CH2:8][C:9]1[CH:10]=[CH:11][C:12]([O:37][CH2:38][O:39][CH3:40])=[C:13]([CH:36]=1)[C:14]([NH:16][C:17]1[CH:29]=[C:28]([C:30]2[CH:35]=[CH:34][CH:33]=[CH:32][CH:31]=2)[CH:27]=[CH:26][C:18]=1[C:19]([O:21][C:22]([CH3:25])([CH3:24])[CH3:23])=[O:20])=[O:15]>CC(C)=O>[CH3:40][O:39][CH2:38][O:37][C:12]1[CH:11]=[CH:10][C:9]([CH2:8][N:1]2[CH2:6][CH2:5][CH2:4][CH2:3][CH2:2]2)=[CH:36][C:13]=1[C:14]([NH:16][C:17]1[CH:29]=[C:28]([C:30]2[CH:31]=[CH:32][CH:33]=[CH:34][CH:35]=2)[CH:27]=[CH:26][C:18]=1[C:19]([O:21][C:22]([CH3:25])([CH3:24])[CH3:23])=[O:20])=[O:15]. Procedure details: Under ice-cooling, piperidine (0.094 mL) was added to an acetone (1.5 mL) suspension of tert-butyl 2-(5-(bromomethyl)-2-(methoxymethoxy)benzamido)-4-phenylbenzoate (0.10 g), followed by stirring at room temperature for 1 hour. The solvent was evaporated under reduced pressure, and a saturated aqueous solution of sodium bicarbonate and ethyl acetate were added to the residue. The organic layer was separated, washed with a saturated aqueous solution of sodium chloride, and dried over anhydrous mag... Reactants: C[Si](C)(C)CCOCn1nc(I)c2cc(Br)ccc21, C1COCCO1, Nc1nc2cc(CN3CCCCC3)ccc2n1C1CCCCC1, [K+], [K+], [K+], O=C(C=Cc1ccccc1)C=Cc1ccccc1, O=C(C=Cc1ccccc1)C=Cc1ccccc1, O=C(C=Cc1ccccc1)C=Cc1ccccc1, O=P([O-])([O-])[O-], [Pd], [Pd]. Product: C[Si](C)(C)CCOCn1nc(Nc2nc3cc(CN4CCCCC4)ccc3n2C2CCCCC2)c2cc(Br)ccc21. Reaction SMILES: [Br:24][c:25]1[cH:26][c:27]2[c:28]([I:42])[n:29][n:30]([CH2:34][O:35][CH2:36][CH2:37][Si:38]([CH3:39])([CH3:40])[CH3:41])[c:31]2[cH:32][cH:33]1.[CH2:51]1[O:52][CH2:53][CH2:54][O:55][CH2:56]1.[CH:1]1([n:7]2[c:8]([NH2:23])[n:9][c:10]3[c:11]2[cH:12][cH:13][c:14]([CH2:16][N:17]2[CH2:18][CH2:19][CH2:20][CH2:21][CH2:22]2)[cH:15]3)[CH2:2][CH2:3][CH2:4][CH2:5][CH2:6]1.[K+:48].[K+:49].[K+:50].[O:59]=[C:60]([CH:61]=[CH:62][c:63]1[cH:64][cH:65][cH:66][cH:67][cH:68]1)[CH:69]=[CH:70][c:71]1[cH:72][cH:73][cH:74][cH:75][cH:76]1.[O:77]=[C:78]([CH:79]=[CH:80][c:81]1[cH:82][cH:83][cH:84][cH:85][cH:86]1)[CH:87]=[CH:88][c:89]1[cH:90][cH:91][cH:92][cH:93][cH:94]1.[O:95]=[C:96]([CH:97]=[CH:98][c:99]1[cH:100][cH:101][cH:102][cH:103][cH:104]1)[CH:105]=[CH:106][c:107]1[cH:108][cH:109][cH:110][cH:111][cH:112]1.[P:43]([O-:44])([O-:45])([O-:46])=[O:47].[Pd:57].[Pd:58]>>[CH:1]1([n:7]2[c:8]([NH:23][c:28]3[c:27]4[cH:26][c:25]([Br:24])[cH:33][cH:32][c:31]4[n:30]([CH2:34][O:35][CH2:36][CH2:37][Si:38]([CH3:39])([CH3:40])[CH3:41])[n:29]3)[n:9][c:10]3[c:11]2[cH:12][cH:13][c:14]([CH2:16][N:17]2[CH2:18][CH2:19][CH2:20][CH2:21][CH2:22]2)[cH:15]3)[CH2:2][CH2:3][CH2:4][CH2:5][CH2:6]1. Starting materials: C(Cl)(Cl)Cl.CO (CHCl3 methanol), NC=1C=CC=2C3=CC=C(C=C3C(NC2C1)=O)N (3,8-diamino-6-(5H)-phenanthridone), P(=O)(Cl)(Cl)Cl (phosphorus oxychloride), C(=O)N1CCCC1 (N-formylpyrrolidine). Run in O1CCCC1 (tetrahydrofuran), O1CCCC1 (tetrahydrofuran). Reaction conditions: time 30 minute. Product: N1(CCCC1)C=NC=1C=CC=2C3=CC=C(C=C3C(NC2C1)=O)N=CN1CCCC1 (3,8-Di-(pyrrolidinomethyleneamino)-6(5H)-phenanthridone). The yield is 52.0%. As a reaction SMILES: [NH2:1][C:2]1[CH:3]=[CH:4][C:5]2[C:6]3[C:11]([C:12](=[O:16])[NH:13][C:14]=2[CH:15]=1)=[CH:10][C:9]([NH2:17])=[CH:8][CH:7]=3.P(Cl)(Cl)(Cl)=O.[CH:23]([N:25]1[CH2:29][CH2:28][CH2:27][CH2:26]1)=O.C(Cl)(Cl)Cl.CO>O1CCCC1>[N:25]1([CH:23]=[N:1][C:2]2[CH:3]=[CH:4][C:5]3[C:6]4[C:11]([C:12](=[O:16])[NH:13][C:14]=3[CH:15]=2)=[CH:10][C:9]([N:17]=[CH:23][N:25]2[CH2:29][CH2:28][CH2:27][CH2:26]2)=[CH:8][CH:7]=4)[CH2:29][CH2:28][CH2:27][CH2:26]1 |f:3.4|. Procedure: A suspension of 3,8-diamino-6-(5H)-phenanthridone (500 mg) in tetrahydrofuran (5 ml) was added to a mixture of phosphorus oxychloride (0.75 ml) and N-formylpyrrolidine (2.5 ml) and tetrahydrofuran (5 ml), the temperature of the mixture being kept at 5° C. The resulting mixture was stirred for 30 minutes at room temperature, heated at 50° C. for 1 hour and worked as described in Example 8, paragraph 1. Yield 52%, melting point 280° C. (decomposition) (CHCl3 /methanol).